Dataset: the Open Reaction Database (ORD), a public repository of structured organic reaction records. Task: describe an organic reaction: reactants, conditions, products, and yield The reactants are OCC=1OC2=C(C1)C=C(C=C2)C#N (2-(hydroxymethyl)benzofuran-5-carbonitrile), O (water), [H-].[K+] (potassium hydride), C(C1=CC=CC=C1)Br (benzyl bromide). Reagents/catalysts: [I-].C(CCC)[N+](CCCC)(CCCC)CCCC (tetrabutylammonium iodide). Run in C1=CC=CC=C1 (benzene), CCCCCC (hexane), C1=CC=CC=C1 (benzene). Conditions: time 15 minute. The product is C(C1=CC=CC=C1)OCC=1OC2=C(C1)C=C(C=C2)C#N (2-(Benzyloxymethyl)benzofuran-5-carbonitrile). Isolated yield 82.0%. As a reaction SMILES: [H-].[K+].[OH:3][CH2:4][C:5]1[O:6][C:7]2[CH:13]=[CH:12][C:11]([C:14]#[N:15])=[CH:10][C:8]=2[CH:9]=1.[CH2:16](Br)[C:17]1[CH:22]=[CH:21][CH:20]=[CH:19][CH:18]=1.O>CCCCCC.C1C=CC=CC=1.[I-].C([N+](CCCC)(CCCC)CCCC)CCC>[CH2:16]([O:3][CH2:4][C:5]1[O:6][C:7]2[CH:13]=[CH:12][C:11]([C:14]#[N:15])=[CH:10][C:8]=2[CH:9]=1)[C:17]1[CH:22]=[CH:21][CH:20]=[CH:19][CH:18]=1 |f:0.1,7.8|. Reported procedure: A dispersion of potassium hydride (0.990 g, 5.04 mmol) in 20% mineral oil was washed by decantation with anhydrous hexane, then was resuspended in anhydrous benzene (25 ml). This suspension was added at 0° C. and under inert atmosphere with a solution of 2-(hydroxymethyl)benzofuran-5-carbonitrile (0.671 mg, 3.89 mmol) in benzene (10 ml) stirring at room temperature for 15 min, then with benzyl bromide (0.825 ml) and a catalytic amount of tetrabutylammonium iodide. The mixture was left under stir... Product: C(C)C1=NC2=C(N1C1=NC(=C3N=C(N(C3=N1)C)C1(CCN(CC1)C(CO)=O)OC)N1CCOCC1)C=CC=C2 (1-(4-(2-(2-ethyl-1H-benzo[d]imidazol-1-yl)-9-methyl-6-morpholino-9H-purin-8-yl)-4-methoxypiperidin-1-yl)-2-hydroxyethanone). Reaction SMILES: [CH2:1]([C:3]1[N:7]([C:8]2[N:16]=[C:15]3[C:11]([N:12]=[C:13]([C:18]4([O:24][CH3:25])[CH2:23][CH2:22][NH:21][CH2:20][CH2:19]4)[N:14]3[CH3:17])=[C:10]([N:26]3[CH2:31][CH2:30][O:29][CH2:28][CH2:27]3)[N:9]=2)[C:6]2[CH:32]=[CH:33][CH:34]=[CH:35][C:5]=2[N:4]=1)[CH3:2].[OH:36][CH2:37][C:38](O)=[O:39].C1C=CC2N(O)N=NC=2C=1.CN1CCOCC1.CCN=C=NCCCN(C)C>C1COCC1.C(Cl)Cl>[CH2:1]([C:3]1[N:7]([C:8]2[N:16]=[C:15]3[C:11]([N:12]=[C:13]([C:18]4([O:24][CH3:25])[CH2:23][CH2:22][N:21]([C:37](=[O:36])[CH2:38][OH:39])[CH2:20][CH2:19]4)[N:14]3[CH3:17])=[C:10]([N:26]3[CH2:27][CH2:28][O:29][CH2:30][CH2:31]3)[N:9]=2)[C:6]2[CH:32]=[CH:33][CH:34]=[CH:35][C:5]=2[N:4]=1)[CH3:2]. Starting materials: C(C)C1=NC2=C(N1C1=NC(=C3N=C(N(C3=N1)C)C1(CCNCC1)OC)N1CCOCC1)C=CC=C2 (2-(2-ethylbenzoimidazol-1-yl)-8-(4-methoxypiperidin-4-yl)-9-methyl-6-morpholin-4-yl-9H-purine), OCC(=O)O (hydroxyacetic acid), C=1C=CC2=C(C1)N=NN2O (HOBt), CN1CCOCC1 (NMM), CCN=C=NCCCN(C)C (EDCI). The solvent is C1CCOC1 (THF), C(Cl)Cl (DCM). Reaction conditions: time 4 hour. Reported procedure: A mixture of 2-(2-ethylbenzoimidazol-1-yl)-8-(4-methoxypiperidin-4-yl)-9-methyl-6-morpholin-4-yl-9H-purine (150 mg, 0.32 mmol), hydroxyacetic acid (36 mg, 0.47 mmol), HOBt (47 mg, 0.35 mmol), NMM (77 μL, 0.69 mmol) and EDCI (91 mg, 0.47 mmol) in THF (3 mL) was allowed to stir at r.t. for 4 h. The resulting mixture was diluted with DCM and washed with sat. aq. NaHCO3, dried (phase separator) and concentrated in vacuo. The resulting residue was purified by column chromatography (Si—PCC, THF:EtOAc,... Reactants: COC(CN1N=CC2=CC(=CC=C12)I)OC (1-(2,2-dimethoxyethyl)-5-iodo-1H-indazole), Cl (HCl). Run in O (H2O), C1CCOC1 (THF). Run at temperature 70 celsius. The product is IC=1C=C2C=NN(C2=CC1)CC(O)OC (2-(5-Iodo-1H-indazol-1-yl)-1-methoxyethanol). Isolated yield 83.6%. As a reaction SMILES: [CH3:1][O:2][CH:3]([O:15]C)[CH2:4][N:5]1[C:13]2[C:8](=[CH:9][C:10]([I:14])=[CH:11][CH:12]=2)[CH:7]=[N:6]1.Cl>C1COCC1.O>[I:14][C:10]1[CH:9]=[C:8]2[C:13](=[CH:12][CH:11]=1)[N:5]([CH2:4][CH:3]([O:2][CH3:1])[OH:15])[N:6]=[CH:7]2. Reported procedure: To a solution of 1-(2,2-dimethoxyethyl)-5-iodo-1H-indazole (920 mg, 2.77 mmol) in THF (20 mL) at 40° C. was added 2M HCl (20 mL). The solution was heated at 70° C. for 18 h. The reaction mixture was cooled and diluted with H2O (60 mL). The aqueous mixture was extracted with EtOAc (3×50 mL), dried over Na2SO4 and concentrated to yield the title compound (737 mg, 88%) as a light brown solid: ESI MS m/z 318 [M+H]+. Reactants: C1COCCO1, CCOCCNc1cccnc1N, O=C(Cl)CCl. Product: CCOCCNc1cccnc1NC(=O)CCl. As a reaction SMILES: [CH2:19]1[O:20][CH2:21][CH2:22][O:23][CH2:24]1.[CH2:1]([CH3:2])[O:3][CH2:4][CH2:5][NH:6][c:7]1[c:8]([NH2:13])[n:9][cH:10][cH:11][cH:12]1.[Cl:14][CH2:15][C:16](=[O:17])[Cl:18]>>[CH2:1]([CH3:2])[O:3][CH2:4][CH2:5][NH:6][c:7]1[c:8]([NH:13][C:16]([CH2:15][Cl:14])=[O:17])[n:9][cH:10][cH:11][cH:12]1.